Dataset: the Open Reaction Database (ORD), a public repository of structured organic reaction records. Task: describe an organic reaction: reactants, conditions, products, and yield The reactants are Cc1cnc2ccc([N+](=O)[O-])cn12, O=C(O)c1ccc(-c2ccc(C(F)(F)F)cc2)cc1. Yields the product Cc1cnc2ccc(NC(=O)c3ccc(-c4ccc(C(F)(F)F)cc4)cc3)cn12. Reaction SMILES: [CH3:1][c:2]1[cH:3][n:4][c:5]2[n:6]1[cH:7][c:8]([N+:11]([O-:12])=[O:13])[cH:9][cH:10]2.[F:14][C:15]([c:16]1[cH:17][cH:18][c:19](-[c:22]2[cH:23][cH:24][c:25]([C:28](=[O:29])[OH:30])[cH:26][cH:27]2)[cH:20][cH:21]1)([F:31])[F:32]>>[CH3:1][c:2]1[cH:3][n:4][c:5]2[n:6]1[cH:7][c:8]([NH:11][C:28]([c:25]1[cH:24][cH:23][c:22](-[c:19]3[cH:18][cH:17][c:16]([C:15]([F:14])([F:31])[F:32])[cH:21][cH:20]3)[cH:27][cH:26]1)=[O:29])[cH:9][cH:10]2. Reactants: COc1cc(C=CC(=O)O)cc(-c2ccc3cc(OC)ccc3c2)c1, CN. The product is CNC(=O)C=Cc1cc(OC)cc(-c2ccc3cc(OC)ccc3c2)c1. RXN SMILES: [CH3:1][O:2][c:3]1[cH:4][c:5]([CH:21]=[CH:22][C:23](=[O:24])[OH:25])[cH:6][c:7](-[c:9]2[cH:10][c:11]3[cH:12][cH:13][c:14]([O:19][CH3:20])[cH:15][c:16]3[cH:17][cH:18]2)[cH:8]1.[CH3:26][NH2:27]>>[CH3:1][O:2][c:3]1[cH:4][c:5]([CH:21]=[CH:22][C:23](=[O:25])[NH:27][CH3:26])[cH:6][c:7](-[c:9]2[cH:10][c:11]3[cH:12][cH:13][c:14]([O:19][CH3:20])[cH:15][c:16]3[cH:17][cH:18]2)[cH:8]1. Reactants: BrC1=CC(=C(C=C1)C(=O)N1CCN(CC1)C1=NC=C(C=C1C)C1CC1)F ((4-bromo-2-fluorophenyl)[4-(5-cyclopropyl-3-methylpyridin-2-yl)piperazin-1-yl]methanone), CN1C(NCC1=O)=O (3-methylimidazolidine-2,4-dione). The product is C1(CC1)C=1C=C(C(=NC1)N1CCN(CC1)C(=O)C1=C(C=C(C=C1)N1C(N(C(C1)=O)C)=O)F)C (1-{4-[4-(5-cyclopropyl-3-methylpyridin-2-yl)piperazine-1-carbonyl]-3-fluorophenyl}-3-methylimidazolidine-2,4-dione). The yield is 59.4%. As a reaction SMILES: Br[C:2]1[CH:7]=[CH:6][C:5]([C:8]([N:10]2[CH2:15][CH2:14][N:13]([C:16]3[C:21]([CH3:22])=[CH:20][C:19]([CH:23]4[CH2:25][CH2:24]4)=[CH:18][N:17]=3)[CH2:12][CH2:11]2)=[O:9])=[C:4]([F:26])[CH:3]=1.[CH3:27][N:28]1[C:32](=[O:33])[CH2:31][NH:30][C:29]1=[O:34]>>[CH:23]1([C:19]2[CH:20]=[C:21]([CH3:22])[C:16]([N:13]3[CH2:14][CH2:15][N:10]([C:8]([C:5]4[CH:6]=[CH:7][C:2]([N:30]5[CH2:31][C:32](=[O:33])[N:28]([CH3:27])[C:29]5=[O:34])=[CH:3][C:4]=4[F:26])=[O:9])[CH2:11][CH2:12]3)=[N:17][CH:18]=2)[CH2:25][CH2:24]1. Procedure details: Using (4-bromo-2-fluorophenyl)[4-(5-cyclopropyl-3-methylpyridin-2-yl)piperazin-1-yl]methanone (167 mg) described in Preparation Example 121 and 3-methylimidazolidine-2,4-dione (68 mg) described in Preparation Example 214 and by the reaction and treatment in the same manner as in Example 536, the title compound (107 mg) was obtained. The reactants are CCO, CO, COC(CN=C=S)OC, NN, O. Yields the product COC(CNC(=S)NN)OC. RXN SMILES: [CH3:13][CH2:14][OH:15].[CH3:16][OH:17].[CH3:1][O:2][CH:3]([CH2:4][N:5]=[C:6]=[S:7])[O:8][CH3:9].[NH2:11][NH2:12].[OH2:10]>>[CH3:1][O:2][CH:3]([CH2:4][NH:5][C:6](=[S:7])[NH:11][NH2:12])[O:8][CH3:9]. Reactants: O1C2=C(C(C1)CC(=O)OCC)C=CC=C2 (ethyl 2,3-dihydrobenzo[b]furan-3-acetate), ClC=1C(C(=C(C(C1Cl)=O)C#N)C#N)=O (2,3-dichloro-5,6-dicyano-1,4-benzoquinone). Run in C1(=CC=CC=C1)C (toluene). Yields the product O1C2=C(C(=C1)CC(=O)OCC)C=CC=C2 (ethyl benzo[b]furan-3-acetate). The yield is 74.5%. Reaction SMILES: [O:1]1[CH2:5][CH:4]([CH2:6][C:7]([O:9][CH2:10][CH3:11])=[O:8])[C:3]2[CH:12]=[CH:13][CH:14]=[CH:15][C:2]1=2.ClC1C(=O)C(C#N)=C(C#N)C(=O)C=1Cl>C1(C)C=CC=CC=1>[O:1]1[CH:5]=[C:4]([CH2:6][C:7]([O:9][CH2:10][CH3:11])=[O:8])[C:3]2[CH:12]=[CH:13][CH:14]=[CH:15][C:2]1=2. Procedure: A toluene solution under N2 atmosphere containing ethyl 2,3-dihydrobenzo[b]furan-3-acetate (9.80 g, 47.6 mmol) and 2,3-dichloro-5,6-dicyano-1,4-benzoquinone (DDQ) (12.97 g, 57.1 mmol) was heated at reflux for ~8 h. The reaction was filtered and the filtrate concentrated in vacuo. Silica gel chromatography (97:3 Hexane:EtOAc) of the residue afforded the title compound (7.24 g, 75%) as an orange oil. The reactants are CCN=C=NCCCN(C)C, CCOC(C)=O, CCN(C(C)C)C(C)C, NNC(=O)c1cc2cc(Cl)ncc2[nH]1, O=C(O)C(F)(F)F, CN(C)C=O, On1nnc2ccccc21, O=C(O)c1ccsc1. The product is O=C(NNC(=O)c1cc2cc(Cl)ncc2[nH]1)c1ccsc1. RXN SMILES: [CH3:41][CH2:42][N:43]=[C:44]=[N:45][CH2:46][CH2:47][CH2:48][N:49]([CH3:50])[CH3:51].[CH3:65][CH2:66][O:67][C:68](=[O:69])[CH3:70].[CH:22]([N:23]([CH2:24][CH3:25])[CH:26]([CH3:27])[CH3:28])([CH3:29])[CH3:30].[Cl:8][c:9]1[cH:10][c:11]2[c:12]([cH:13][n:14]1)[nH:15][c:16]([C:18](=[O:19])[NH:20][NH2:21])[cH:17]2.[F:1][C:2]([F:3])([F:4])[C:5]([OH:6])=[O:7].[O:60]=[CH:61][N:62]([CH3:63])[CH3:64].[OH:31][n:32]1[c:33]2[c:34]([cH:35][cH:36][cH:37][cH:38]2)[n:39][n:40]1.[s:52]1[cH:53][c:54]([C:57](=[O:58])[OH:59])[cH:55][cH:56]1>>[Cl:8][c:9]1[cH:10][c:11]2[c:12]([cH:13][n:14]1)[nH:15][c:16]([C:18](=[O:19])[NH:20][NH:21][C:57]([c:54]1[cH:53][s:52][cH:56][cH:55]1)=[O:58])[cH:17]2. Starting materials: C(C)OC(C[C@H](N1C(C(CCC1)CCCC1(OCCO1)C)=O)C1=CC(=CC=C1)F)=O (3(S)-(3-Fluoro-phenyl)-3-{2-oxo-[3-(2-methyl-[1,3]dioxolan-2-yl)-propyl]-piperidin-1-yl}-propionic acid ethyl ester), CC=1C=CC(=CC1)S(=O)(=O)O (p-TSA), CC(=O)C (acetone). Solvent: CCOC(=O)C (EtOAc). The product is C(C)OC(C[C@H](N1C(C(CCC1)CCCC(C)=O)=O)C1=CC(=CC=C1)F)=O (3(S)-(3-Fluorophenyl)-3-[2-oxo-3-(4-oxo-pentyl)-piperidin-1-yl]-propionic acid ethyl ester). As a reaction SMILES: [CH2:1]([O:3][C:4](=[O:30])[CH2:5][C@@H:6]([C:23]1[CH:28]=[CH:27][CH:26]=[C:25]([F:29])[CH:24]=1)[N:7]1[CH2:12][CH2:11][CH2:10][CH:9]([CH2:13][CH2:14][CH2:15][C:16]2([CH3:21])OCC[O:17]2)[C:8]1=[O:22])[CH3:2].CC1C=CC(S(O)(=O)=O)=CC=1.CC(C)=O>CCOC(C)=O>[CH2:1]([O:3][C:4](=[O:30])[CH2:5][C@@H:6]([C:23]1[CH:28]=[CH:27][CH:26]=[C:25]([F:29])[CH:24]=1)[N:7]1[CH2:12][CH2:11][CH2:10][CH:9]([CH2:13][CH2:14][CH2:15][C:16](=[O:17])[CH3:21])[C:8]1=[O:22])[CH3:2]. Reported procedure: A solution of 2-6 (500 mg, 1.10 mmol), p-TSA (10 mg) and acetone (50 mL) was heated at reflux for 4 h. The cooled reaction mixture was diluted with EtOAc and then washed with sat. NaHCO3 and brine, dried (MgSO4), and concentrated to afford 2-7 as a yellow oil. The reactants are CC(=O)C (acetone), ClC1=NC(=C2N=CN(C2=N1)C1OCCCC1)N1CCOCC1 (4-(2-Chloro-9-(tetrahydro-2H-pyran-2-yl)-9H-purin-6-yl)morpholine), solution, [Li]CCCC (n-BuLi). The solvent is C1CCOC1 (THF), C1CCOC1 (THF). Conditions: temperature -78 celsius, time 30 minute. Yields the product ClC1=NC(=C2N=C(NC2=N1)C(C)(C)O)N1CCOCC1 (2-(2-chloro-6-morpholino-9H-purin-8-yl)propan-2-ol). Reaction SMILES: [Cl:1][C:2]1[N:10]=[C:9]2[C:5]([N:6]=[CH:7][N:8]2C2CCCCO2)=[C:4]([N:17]2[CH2:22][CH2:21][O:20][CH2:19][CH2:18]2)[N:3]=1.[Li]CCCC.[CH3:28][C:29]([CH3:31])=[O:30]>C1COCC1>[Cl:1][C:2]1[N:10]=[C:9]2[C:5]([N:6]=[C:7]([C:29]([OH:30])([CH3:31])[CH3:28])[NH:8]2)=[C:4]([N:17]2[CH2:18][CH2:19][O:20][CH2:21][CH2:22]2)[N:3]=1. Procedure details: 4-(2-Chloro-9-(tetrahydro-2H-pyran-2-yl)-9H-purin-6-yl)morpholine (2.76 gm) was cooled in THF to −78° C. A 2.5 M solution of n-BuLi in THF (1.5 eq) was added dropwise over 20 minutes. The reaction was stirred at −78° C. for 30 mins, after which acetone (1.56 mL) was added and the reaction was stirred over 2 hours, slowly warming to 0° C. The reaction mixture was then quenched with water and extracted with ethyl acetate. The crude product 2-(2-chloro-6-morpholino-9-(tetrahydro-2H-pyran-2-yl)-9H-p... Starting materials: C[Si](C)(C)CCOCn1cc(Br)c(C=O)n1, CC1(C)OB(C=Cc2cccnc2)OC1(C)C, [Na+], [Na+], O=C([O-])[O-], C1COCCO1, O. The product is C[Si](C)(C)CCOCn1cc(C=Cc2cccnc2)c(C=O)n1. RXN SMILES: [Br:1][c:2]1[c:3]([CH:15]=[O:16])[n:4][n:5]([CH2:7][O:8][CH2:9][CH2:10][Si:11]([CH3:12])([CH3:13])[CH3:14])[cH:6]1.[CH3:17][C:18]1([CH3:19])[C:20]([CH3:21])([CH3:22])[O:23][B:24]([CH:25]=[CH:26][c:27]2[cH:28][n:29][cH:30][cH:31][cH:32]2)[O:33]1.[Na+:34].[Na+:35].[O-:36][C:37](=[O:38])[O-:39].[O:40]1[CH2:41][CH2:42][O:43][CH2:44][CH2:45]1.[OH2:46]>>[c:2]1([CH:25]=[CH:26][c:27]2[cH:28][n:29][cH:30][cH:31][cH:32]2)[c:3]([CH:15]=[O:16])[n:4][n:5]([CH2:7][O:8][CH2:9][CH2:10][Si:11]([CH3:12])([CH3:13])[CH3:14])[cH:6]1.